Dataset: the Open Reaction Database (ORD), a public repository of structured organic reaction records. Task: describe an organic reaction: reactants, conditions, products, and yield Reactants: N#CCC(=O)O, CN(C)C=O, CS(=O)(=O)Cl, O=C(Nc1ccc(I)cc1F)NC1CC1, CC(C)O, O, O. Product: N#CCC(=O)N(C(=O)Nc1ccc(I)cc1F)C1CC1. RXN SMILES: [C:16](#[N:17])[CH2:18][C:19](=[O:20])[OH:21].[CH3:22][N:23]([CH3:24])[CH:25]=[O:26].[CH3:27][S:28](=[O:29])(=[O:30])[Cl:31].[CH:1]1([NH:4][C:5](=[O:6])[NH:7][c:8]2[c:9]([F:15])[cH:10][c:11]([I:14])[cH:12][cH:13]2)[CH2:2][CH2:3]1.[CH:32]([OH:33])([CH3:34])[CH3:35].[OH2:36].[OH2:37]>>[CH:1]1([N:4]([C:5](=[O:6])[NH:7][c:8]2[c:9]([F:15])[cH:10][c:11]([I:14])[cH:12][cH:13]2)[C:19]([CH2:18][C:16]#[N:17])=[O:20])[CH2:2][CH2:3]1. Reactants: C(Cl)Cl (CH2Cl2), BrC1=C(C=CC=C1)C1=CC(=CC=C1)C=1C=C(C=C2C=CC=NC12)C(C)(S(=O)(=O)C)C (8-(2′-bromo-1,1′-biphenyl-3-yl)-6-[1-methyl-1-(methylsulfonyl)ethyl]quinoline), C(=O)(O)C1=CC=C(C=C1)B(O)O (4-carboxybenzeneboronic acid). Solvent: CO (MeOH). The product is CC(C)(S(=O)(=O)C)C=1C=C2C=CC=NC2=C(C1)C=1C=C(C=CC1)C=1C(=CC=CC1)C1=CC=C(C=C1)C(=O)O (3″-{6-[1-methyl-1-(methylsulfonyl)ethyl]quinolin-8-yl}-1,1′:2′,1″-terphenyl-4-carboxylic acid). As a reaction SMILES: Br[C:2]1[CH:7]=[CH:6][CH:5]=[CH:4][C:3]=1[C:8]1[CH:13]=[CH:12][CH:11]=[C:10]([C:14]2[CH:15]=[C:16]([C:24]([CH3:30])([S:26]([CH3:29])(=[O:28])=[O:27])[CH3:25])[CH:17]=[C:18]3[C:23]=2[N:22]=[CH:21][CH:20]=[CH:19]3)[CH:9]=1.[C:31]([C:34]1[CH:39]=[CH:38][C:37](B(O)O)=[CH:36][CH:35]=1)([OH:33])=[O:32].C(Cl)Cl>CO>[CH3:30][C:24]([C:16]1[CH:17]=[C:18]2[C:23](=[C:14]([C:10]3[CH:9]=[C:8]([C:3]4[C:2]([C:37]5[CH:38]=[CH:39][C:34]([C:31]([OH:33])=[O:32])=[CH:35][CH:36]=5)=[CH:7][CH:6]=[CH:5][CH:4]=4)[CH:13]=[CH:12][CH:11]=3)[CH:15]=1)[N:22]=[CH:21][CH:20]=[CH:19]2)([S:26]([CH3:29])(=[O:28])=[O:27])[CH3:25]. Procedure: Prepared according to the general procedure Coupling—1 using Arylbromide from step 1 and 4-carboxybenzeneboronic acid as starting materials. Flash chromatography (CH2Cl2:MeOH, 9:1) afforded the title compound.